Dataset: the Open Reaction Database (ORD), a public repository of structured organic reaction records. Task: describe an organic reaction: reactants, conditions, products, and yield As a reaction SMILES: [CH3:1][O:2][C:3]1[CH:8]=[CH:7][C:6]([C:9](=[O:26])[CH:10]=[CH:11][C:12]2[CH:17]=[CH:16][C:15]([NH:18][CH2:19][C:20]3[CH:25]=[CH:24][CH:23]=[CH:22][CH:21]=3)=[CH:14][CH:13]=2)=[CH:5][CH:4]=1.[BH4-].[Na+].O>CO>[CH3:1][O:2][C:3]1[CH:4]=[CH:5][C:6]([CH:9]([OH:26])[CH:10]=[CH:11][C:12]2[CH:17]=[CH:16][C:15]([NH:18][CH2:19][C:20]3[CH:25]=[CH:24][CH:23]=[CH:22][CH:21]=3)=[CH:14][CH:13]=2)=[CH:7][CH:8]=1 |f:1.2|. Run in CO (methanol). Reported procedure: 1-(4-methoxyphenyl)-3-(4-phenylmethylaminophenyl)-1-oxoprop-2-ene (13.7 g, 0.04 mol) was dispersed in methanol (100 ml). Sodium borohydride (4.1 g, 0.11 mol) was added slowly at ambient temperature under vigorous stirring. After completion of the addition of sodium borohydride, the reaction mixture was kept stirred at ambient temperature for 20 hours. When the reaction was complete, the reaction mixture was poured into water (500 ml), and extracted with toluene. The toluene was removed using a r... The product is COC1=CC=C(C=C1)C(C=CC1=CC=C(C=C1)NCC1=CC=CC=C1)O (1-(4-methoxyphenyl)-3-(4-phenylmethylaminophenyl)prop-2-en-1-ol). The reactants are O (water), COC1=CC=C(C=C1)C(C=CC1=CC=C(C=C1)NCC1=CC=CC=C1)=O (1-(4-methoxyphenyl)-3-(4-phenylmethylaminophenyl)-1-oxoprop-2-ene), [BH4-].[Na+] (sodium borohydride), [BH4-].[Na+] (Sodium borohydride). Reaction conditions: time 20 hour.